The task is: describe an organic reaction: reactants, conditions, products, and yield. This data is from the Open Reaction Database (ORD), a public repository of structured organic reaction records. The reactants are CCCCc1nc(Cl)c(C=O)n1Cc1ccc2nn(-c3ccccc3C(=O)OCC)cc2c1, CCO, [K+], [OH-], O. The product is CCCCc1nc(Cl)c(C=O)n1Cc1ccc2nn(-c3ccccc3C(=O)O)cc2c1. RXN SMILES: [CH2:6]([CH2:7][CH2:8][CH3:9])[c:10]1[n:11]([CH2:18][c:19]2[cH:20][c:21]3[cH:22][n:23](-[c:28]4[c:29]([C:34](=[O:35])[O:36][CH2:37][CH3:38])[cH:30][cH:31][cH:32][cH:33]4)[n:24][c:25]3[cH:26][cH:27]2)[c:12]([CH:16]=[O:17])[c:13]([Cl:15])[n:14]1.[CH3:1][CH2:2][OH:3].[K+:5].[OH-:4].[OH2:39]>>[CH2:6]([CH2:7][CH2:8][CH3:9])[c:10]1[n:11]([CH2:18][c:19]2[cH:20][c:21]3[cH:22][n:23](-[c:28]4[c:29]([C:34](=[O:35])[OH:36])[cH:30][cH:31][cH:32][cH:33]4)[n:24][c:25]3[cH:26][cH:27]2)[c:12]([CH:16]=[O:17])[c:13]([Cl:15])[n:14]1. Starting materials: B(OC(C)C)(OC(C)C)OC(C)C (triisopropyl borate), Cl (hydrochloric acid), [Mg] (magnesium), Grignard reagent, BrC1=CC(=C(C=C1)OC)F (4-bromo-2-fluoroanisole). Run in C1CCOC1 (THF), C1CCOC1 (THF). Yields the product COC1=C(C=C(C=C1)B(O)O)F (4-methoxy-3-fluorobenzene boronic acid). Isolated yield 78.6%. RXN SMILES: [Mg].Br[C:3]1[CH:8]=[CH:7][C:6]([O:9][CH3:10])=[C:5]([F:11])[CH:4]=1.[B:12](OC(C)C)([O:17]C(C)C)[O:13]C(C)C.Cl>C1COCC1>[CH3:10][O:9][C:6]1[CH:7]=[CH:8][C:3]([B:12]([OH:17])[OH:13])=[CH:4][C:5]=1[F:11]. Procedure details: Then, 9.6 g of magnesium was added to 230 ml of THF, and the solution thus formed was slowly added dropwise with 70.9 g of the 4-bromo-2-fluoroanisole obtained by the procedure mentioned above to prepare a Grignard reagent. The reagent was added dropwise to a mixture of 123.8 g of triisopropyl borate and 391 ml of THF at a temperature of -60° C. to -50° C. with stirring. After the dropping of the reagent was finished, the solution was subjected to reaction at an ambient temperature for 2 hours, ... Starting materials: BrC=1C(=NC=CC1C)CSCCN (2-(3-Bromo-4-methyl-2-pyridylmethylthio)ethylamine), N1=CC(=CC=C1)CC=1C(NC(=NC1)SC)=O (5-(3-pyridylmethyl)-2-methylthio-4-pyrimidone). The solvent is O (water). Product: BrC=1C(=NC=CC1C)CSCCNC1=NC=C(C(N1)=O)CC=1C=NC=CC1 (2-[2-(3-Bromo-4-methyl-2-pyridylmethylthio)ethylamino]-5-(3-pyridylmethyl)-4-pyrimidone). As a reaction SMILES: [Br:1][C:2]1[C:3]([CH2:9][S:10][CH2:11][CH2:12][NH2:13])=[N:4][CH:5]=[CH:6][C:7]=1[CH3:8].[N:14]1[CH:19]=[CH:18][CH:17]=[C:16]([CH2:20][C:21]2[C:22](=[O:29])[NH:23][C:24](SC)=[N:25][CH:26]=2)[CH:15]=1>O>[Br:1][C:2]1[C:3]([CH2:9][S:10][CH2:11][CH2:12][NH:13][C:24]2[NH:23][C:22](=[O:29])[C:21]([CH2:20][C:16]3[CH:15]=[N:14][CH:19]=[CH:18][CH:17]=3)=[CH:26][N:25]=2)=[N:4][CH:5]=[CH:6][C:7]=1[CH3:8]. Procedure details: 2-(3-Bromo-4-methyl-2-pyridylmethylthio)ethylamine (1.5 g) and 5-(3-pyridylmethyl)-2-methylthio-4-pyrimidone (1.0 g) were fused together at 160°-170° for 1 hour. The cool mixture was taken up in water at pH 2 and extracted with chloroform. The aqueous phase was adjusted to pH 7 and extracted with chloroform, and the chloroform extract was evaporated and the residue purified chromatographically on silica gel (eluting with chloroform/ammoniacal methanol 50:1) to give the title compound, m.p. 81°-8... Starting materials: ClC1=NC=C(C=C1[N+](=O)[O-])[N+](=O)[O-] (2-chloro-3,5-dinitropyridine), NCCC(C(=O)OC)C1=CC=CC=C1 (methyl 4-amino-2-phenylbutyrate). The product is [N+](=O)([O-])C=1C(=NC=C(C1)[N+](=O)[O-])NCCC(C(=O)OC)C1=CC=CC=C1 (Methyl 4-(3,5-dinitropyridin-2-ylamino)-2-phenylbutyrate). The yield is 77.7%. As a reaction SMILES: Cl[C:2]1[C:7]([N+:8]([O-:10])=[O:9])=[CH:6][C:5]([N+:11]([O-:13])=[O:12])=[CH:4][N:3]=1.[NH2:14][CH2:15][CH2:16][CH:17]([C:22]1[CH:27]=[CH:26][CH:25]=[CH:24][CH:23]=1)[C:18]([O:20][CH3:21])=[O:19]>>[N+:8]([C:7]1[C:2]([NH:14][CH2:15][CH2:16][CH:17]([C:22]2[CH:23]=[CH:24][CH:25]=[CH:26][CH:27]=2)[C:18]([O:20][CH3:21])=[O:19])=[N:3][CH:4]=[C:5]([N+:11]([O-:13])=[O:12])[CH:6]=1)([O-:10])=[O:9]. Procedure details: A procedure similar to the method described in step C.1 is carried out, starting from 0.8 g (3.93 mmol) of 2-chloro-3,5-dinitropyridine and 1 g (4.32 mmol) of methyl 4-amino-2-phenylbutyrate. This gives 1.1 g of expected product.